From a dataset of the Open Reaction Database (ORD), a public repository of structured organic reaction records. describe an organic reaction: reactants, conditions, products, and yield Reactants: CN(N)c1ccc(C(F)(F)F)cn1, CCN(C(C)C)C(C)C, ClCCl, On1nnc2ccccc21, O=C(O)c1cnc(-c2ccccc2)nc1. The product is CN(NC(=O)c1cnc(-c2ccccc2)nc1)c1ccc(C(F)(F)F)cn1. As a reaction SMILES: [CH3:35][N:36]([NH2:37])[c:38]1[n:39][cH:40][c:41]([C:44]([F:45])([F:46])[F:47])[cH:42][cH:43]1.[CH:26]([N:27]([CH2:28][CH3:29])[CH:30]([CH3:31])[CH3:32])([CH3:33])[CH3:34].[Cl:48][CH2:49][Cl:50].[OH:16][n:17]1[c:18]2[cH:19][cH:20][cH:21][cH:22][c:23]2[n:24][n:25]1.[c:1]1(-[c:7]2[n:8][cH:9][c:10]([C:13](=[O:14])[OH:15])[cH:11][n:12]2)[cH:2][cH:3][cH:4][cH:5][cH:6]1>>[c:1]1(-[c:7]2[n:8][cH:9][c:10]([C:13](=[O:15])[NH:37][N:36]([CH3:35])[c:38]3[n:39][cH:40][c:41]([C:44]([F:45])([F:46])[F:47])[cH:42][cH:43]3)[cH:11][n:12]2)[cH:2][cH:3][cH:4][cH:5][cH:6]1.